From a dataset of the Open Reaction Database (ORD), a public repository of structured organic reaction records. describe an organic reaction: reactants, conditions, products, and yield The reactants are C[C@@H]1CNC[C@@H](O1)C ((cis)-2,6-dimethylmorpholine), C=O (formaldehyde), C[Si](C)(C)N=[N+]=[N-] (trimethylsilyl azide), FC(C1=CC=C(C=C1)[N+]#[C-])(F)F (4-(trifluoromethyl)phenyl isocyanide). The solvent is CO (methanol). Conditions: time 2 day. Yields the product C[C@@H]1CN(C[C@@H](O1)C)CC1=NN=NN1C1=CC=C(C=C1)C(F)(F)F ((cis)-2,6-Dimethyl-4-({1-[4-(trifluoromethyl)phenyl]-1H-tetrazol-5-yl}methyl)morpholine). The yield is 78.5%. Reaction SMILES: [CH3:1][C@H:2]1[O:7][C@@H:6]([CH3:8])[CH2:5][NH:4][CH2:3]1.[CH2:9]=O.C[Si]([N:15]=[N+:16]=[N-:17])(C)C.[F:18][C:19]([F:29])([F:28])[C:20]1[CH:25]=[CH:24][C:23]([N+:26]#[C-:27])=[CH:22][CH:21]=1>CO>[CH3:8][C@H:6]1[O:7][C@@H:2]([CH3:1])[CH2:3][N:4]([CH2:9][C:27]2[N:26]([C:23]3[CH:22]=[CH:21][C:20]([C:19]([F:28])([F:29])[F:18])=[CH:25][CH:24]=3)[N:17]=[N:16][N:15]=2)[CH2:5]1. Procedure details: A solution of (cis)-2,6-dimethylmorpholine (0.111 mL, 0.900 mmol, Alfa Aesar, Ward Hill, USA) and formaldehyde (37%, aqueous, 0.067 mL, 0.9 mmol) in methanol (4 mL) was stirred at room temperature for 1.5 h before adding trimethylsilyl azide (0.155 mL, 1.170 mmol) and 4-(trifluoromethyl)phenyl isocyanide (200 mg, 1.170 mmol). After stirring for 2 days at room temperature, the mixture was filtered and the solid collected was purified by silica gel column chromatography (Biotage SP4, gradient elut... Starting materials: COC1=CC=C(COC(=O)ON=C(C(=O)OCC)C(=O)OCC)C=C1 (diethyl 2-(4-methoxybenzyloxycarbonyloxyimino)malonate), C([O-])(O)=O.[Na+] (sodium bicarbonate), N[C@@H](CC1=CC=CC=C1)C(=O)O (L-Phenylalanine), C([O-])(O)=O.[Na+] (sodium bicarbonate). The solvent is O (water), C(C)(C)(C)O (tert-butyl alcohol), O (water), O (water), O (water). Product: COC1=CC=C(COC(=O)N[C@@H](CC2=CC=CC=C2)C(=O)O)C=C1 (N-(4-methoxybenzyloxycarbonyl)-L-phenylalanine). Yield: 62.3%. Reaction SMILES: [NH2:1][C@H:2]([C:10]([OH:12])=[O:11])[CH2:3][C:4]1[CH:9]=[CH:8][CH:7]=[CH:6][CH:5]=1.C(=O)(O)[O-].[Na+].[CH3:18][O:19][C:20]1[CH:42]=[CH:41][C:23]([CH2:24][O:25][C:26](ON=C(C(OCC)=O)C(OCC)=O)=[O:27])=[CH:22][CH:21]=1>O.C(O)(C)(C)C>[CH3:18][O:19][C:20]1[CH:42]=[CH:41][C:23]([CH2:24][O:25][C:26]([NH:1][C@H:2]([C:10]([OH:12])=[O:11])[CH2:3][C:4]2[CH:9]=[CH:8][CH:7]=[CH:6][CH:5]=2)=[O:27])=[CH:22][CH:21]=1 |f:1.2|. Procedure details: L-Phenylalanine (330 mg.) and sodium bicarbonate (202 mg.) were dissolved in water (10 ml.) with heating and allowed to stand. To the solution was added a solution of diethyl 2-(4-methoxybenzyloxycarbonyloxyimino)malonate (1.0 g.) in tert-butyl alcohol (10 ml.) with stirring at room temperature and water (10 ml.) was added thereto, after which the mixture was stirred for 2 hours at room temperature. The reaction mixture was brought to pH 9 by adding water (20 ml.) and a saturated sodium bicarbon...